This data is from the Open Reaction Database (ORD), a public repository of structured organic reaction records. The task is: describe an organic reaction: reactants, conditions, products, and yield Reactants: BrC1=CC=2C(=NC=C(N2)CCC2=CC(=CC(=C2)OC)OC)N1 (6-bromo-2-[2-(3,5-dimethoxyphenyl)ethyl]-5H-pyrrolo[2,3-b]pyrazine), COC1=CC=C(C=N1)B(O)O ((6-methoxypyridin-3-yl)boronic acid). The product is COC=1C=C(CCC=2N=C3C(=NC2)NC(=C3)C=3C=NC(=CC3)OC)C=C(C1)OC (2-(3,5-Dimethoxyphenethyl)-6-(6-methoxypyridin-3-yl)-5H-pyrrolo[2,3-b]pyrazine). RXN SMILES: Br[C:2]1[NH:22][C:5]2=[N:6][CH:7]=[C:8]([CH2:10][CH2:11][C:12]3[CH:17]=[C:16]([O:18][CH3:19])[CH:15]=[C:14]([O:20][CH3:21])[CH:13]=3)[N:9]=[C:4]2[CH:3]=1.[CH3:23][O:24][C:25]1[N:30]=[CH:29][C:28](B(O)O)=[CH:27][CH:26]=1>>[CH3:21][O:20][C:14]1[CH:13]=[C:12]([CH:17]=[C:16]([O:18][CH3:19])[CH:15]=1)[CH2:11][CH2:10][C:8]1[N:9]=[C:4]2[CH:3]=[C:2]([C:28]3[CH:29]=[N:30][C:25]([O:24][CH3:23])=[CH:26][CH:27]=3)[NH:22][C:5]2=[N:6][CH:7]=1. Reported procedure: The compound was prepared by using procedures analogous to those described for the synthesis of Example 53, Step 2 starting from 6-bromo-2-[2-(3,5-dimethoxyphenyl)ethyl]-5H-pyrrolo[2,3-b]pyrazine and (6-methoxypyridin-3-yl)boronic acid (from Aldrich). LCMS calculated for C22H23N4O3(M+H)+: m/z=391.2. Found: m/z=391.1. Reactants: NC1=C(C=CC=2C(C3=CC=CC=C3C(C12)=O)=O)Cl (1-amino-2-chloroanthraquinone), FS(=O)(=O)OC (methyl fluorosulfonate). The solvent is C1(=CC=CC=C1)C (toluene). Conditions: time 0.5 hour. Product: ClC1=C(C=2C(C3=CC=CC=C3C(C2C=C1)=O)=O)NC (2-chloro-1-methylaminoanthraquinone). RXN SMILES: [NH2:1][C:2]1[C:15]2[C:14](=[O:16])[C:13]3[C:8](=[CH:9][CH:10]=[CH:11][CH:12]=3)[C:7](=[O:17])[C:6]=2[CH:5]=[CH:4][C:3]=1[Cl:18].FS(O[CH3:24])(=O)=O>C1(C)C=CC=CC=1>[Cl:18][C:3]1[CH:4]=[CH:5][C:6]2[C:7](=[O:17])[C:8]3[C:13](=[CH:12][CH:11]=[CH:10][CH:9]=3)[C:14](=[O:16])[C:15]=2[C:2]=1[NH:1][CH3:24]. Procedure details: A solution of 1-amino-2-chloroanthraquinone (2.6 grams; 0.01 mole) and methyl fluorosulfonate (1.254 grams; 0.011 mole) in toluene (50 mls) was refluxed for 22 hours and filtered while hot. The residue in the flask was combined with the filter cake and the combined solids were slurried in 5 N sodium hydroxide at 25° C. for 0.5 hour. The slurry was then filtered, and the solid was rinsed with water and dried. The yield of product obtained was 41% of theoretical. Run in hexanes, CCOCC (Et2O), CCOCC (Et2O). RXN SMILES: [CH:1]([NH2:14])([C:8]1[CH:13]=[CH:12][CH:11]=[CH:10][CH:9]=1)[C:2]1[CH:7]=[CH:6][CH:5]=[CH:4][CH:3]=1.[C:15](=[O:21])=[N:16][S:17]([Cl:20])(=[O:19])=[O:18]>CCOCC>[C:2]1([CH:1]([NH:14][C:15]([NH:16][S:17]([Cl:20])(=[O:19])=[O:18])=[O:21])[C:8]2[CH:9]=[CH:10][CH:11]=[CH:12][CH:13]=2)[CH:7]=[CH:6][CH:5]=[CH:4][CH:3]=1. The yield is 93.8%. Procedure details: A solution of benzhydrylamine (4.0 g, 21.8 mmoles) in 50 mL Et2O was added dropwise to a solution of N-chlorosulfonyl isocyanate (1.90 mL, 21.8 mmoles) in 100 mL Et2O at 15° C. under an atmosphere of N2. Upon addition, the mixture turned cloudy but cleared up after one-half hour of stirring. The reaction mixture was concentrated in vacuo to give a pale yellow solid. Trituration with hexanes gave 6.64 g (94%) of the title compound, mp 80°-88° C. Product: C1(=CC=CC=C1)C(C1=CC=CC=C1)NC(=O)NS(=O)(=O)Cl ([[(diphenylmethyl)amino]carbonyl]sulfamoyl chloride). Starting materials: C(C1=CC=CC=C1)(C1=CC=CC=C1)N (benzhydrylamine), C(=NS(=O)(=O)Cl)=O (N-chlorosulfonyl isocyanate). The reactants are compound 18, liquid, C1(=CC=C(C=C1)S(=O)(=O)Cl)C (p-toluene sulphonyl chloride), COCCOCCOCCO (2-(2'-(2"-methoxy ethoxy)ethoxy)ethanol). The solvent is N1=CC=CC=C1 (pyridine). Yields the product COCCOCCOCCOS(=O)(=O)C1=CC=C(C=C1)C (2-(2'-(2"-methoxy ethoxy)ethoxy)ethyl-toluene-p-sulfonate). Reaction SMILES: [C:1]1([CH3:11])[CH:6]=[CH:5][C:4]([S:7](Cl)(=[O:9])=[O:8])=[CH:3][CH:2]=1.[CH3:12][O:13][CH2:14][CH2:15][O:16][CH2:17][CH2:18][O:19][CH2:20][CH2:21][OH:22]>N1C=CC=CC=1>[CH3:12][O:13][CH2:14][CH2:15][O:16][CH2:17][CH2:18][O:19][CH2:20][CH2:21][O:22][S:7]([C:4]1[CH:5]=[CH:6][C:1]([CH3:11])=[CH:2][CH:3]=1)(=[O:9])=[O:8]. Reported procedure: Compound 22 was prepared using the method described for the synthesis of compound 18. The reagents used were as follows, p-toluene sulphonyl chloride (170.4 g, 0.894 mol.), pyridine (400 ml) and 2-(2'-(2"-methoxy ethoxy)ethoxy)ethanol (148.7 g, 0.907 mol.) (Aldrich). The final product was a pale yellow liquid (122 g, 42%): 1H-NMR (CDCl3), d (ppm) 7.3-7.7 (m, 4H aromatic), 3.3-4.2 (m, 12H) 3.35 (s, 3H), 2.4 (s, 3H). Mass spectroscopy, m/e: 318 M+. Reactants: ClC=1C=C2C(N(C(C2=CC1)=O)C1=CN=CC=2C3(CCCC12)OCC(CO3)(C)C)(C)C (5-chloro-2-(5,5-dimethyl-6′,7′-dihydro-5′H-spiro[1,3-dioxane-2,8′-isoquinolin]-4′-yl)-3,3-dimethyl-2,3-dihydro-1H-isoindol-1-one), Cl (HCl), O1CCOCC1 (dioxane). Run in CO (MeOH). Conditions: time 2 hour. Yields the product ClC1=CC=C2C(N(C(C2=C1)(C)C)C1=CN=CC=2C(CCCC12)=O)=O (4-(6-Chloro-1,1-dimethyl-3-oxo-1,3-dihydro-isoindol-2-yl)-6,7-dihydro-5H-isoquinolin-8-one). Yield: 79.7%. Reaction SMILES: [Cl:1][C:2]1[CH:3]=[C:4]2[C:8](=[CH:9][CH:10]=1)[C:7](=[O:11])[N:6]([C:12]1[C:21]3[CH2:20][CH2:19][CH2:18][C:17]4(OCC(C)(C)C[O:22]4)[C:16]=3[CH:15]=[N:14][CH:13]=1)[C:5]2([CH3:30])[CH3:29].Cl.O1CCOCC1>CO>[Cl:1][C:2]1[CH:3]=[C:4]2[C:8]([C:7](=[O:11])[N:6]([C:12]3[C:21]4[CH2:20][CH2:19][CH2:18][C:17](=[O:22])[C:16]=4[CH:15]=[N:14][CH:13]=3)[C:5]2([CH3:30])[CH3:29])=[CH:9][CH:10]=1. Procedure details: To a solution of 5-chloro-2-(5,5-dimethyl-6′,7′-dihydro-5′H-spiro[1,3-dioxane-2,8′-isoquinolin]-4′-yl)-3,3-dimethyl-2,3-dihydro-1H-isoindol-1-one (0.66 g, 1.55 mmol) in MeOH (2 mL) was added 4 N HCl in dioxane (1.5 mL, 6 mmol) and the reaction mixture was stirred at room temperature for 2 hours. After evaporation of the solvent, the residue was diluted with DCM (20 mL) and washed with satd. aq. NaHCO3 (10 mL) solution. The organic layer was dried over anhy. Na2SO4, filtered and evaporated to dry... Starting materials: OC1=CC=C(C=C1)CCCN1C=NC=C1 (1-[3-(4-hydroxyphenyl)propyl]imidazole), ClCC=1N=C(OC1)C=1SC(=CC1)CC (4-chloromethyl-2-(5-ethyl-2-thienyl)oxazole). The product is C(C)C1=CC=C(S1)C=1OC=C(N1)COC1=CC=C(C=C1)CCCN1C=NC=C1 (2-(5-ethyl-2-thienyl)-4-[4-[3-(1-imidazolyl)propyl]phenoxymethyl]oxazole). Isolated yield 55.0%. RXN SMILES: [OH:1][C:2]1[CH:7]=[CH:6][C:5]([CH2:8][CH2:9][CH2:10][N:11]2[CH:15]=[CH:14][N:13]=[CH:12]2)=[CH:4][CH:3]=1.Cl[CH2:17][C:18]1[N:19]=[C:20]([C:23]2[S:24][C:25]([CH2:28][CH3:29])=[CH:26][CH:27]=2)[O:21][CH:22]=1>>[CH2:28]([C:25]1[S:24][C:23]([C:20]2[O:21][CH:22]=[C:18]([CH2:17][O:1][C:2]3[CH:7]=[CH:6][C:5]([CH2:8][CH2:9][CH2:10][N:11]4[CH:15]=[CH:14][N:13]=[CH:12]4)=[CH:4][CH:3]=3)[N:19]=2)=[CH:27][CH:26]=1)[CH3:29]. Procedure: In substantially the same manner as in Working Example 72, 1-[3-(4-hydroxyphenyl)propyl]imidazole was allowed to react with 4-chloromethyl-2-(5-ethyl-2-thienyl)oxazole to give 2-(5-ethyl-2-thienyl)-4-[4-[3-(1-imidazolyl)propyl]phenoxymethyl]oxazole. The yield was 55%. Recrystallization from ethyl acetate-hexane gave colorless prisms, mp 57-58° C. Starting materials: [Li]CCCC (n-BuLi), BrC1=CC=C(CO[C@@H](COC)[C@H]2[C@H](C2)C2CCN(CC2)C2=NC=C(C=N2)CC)C=C1 (2-[4-((1R,2R)-2-{(1R)-1-[(4-bromobenzyl)oxy]-2-methoxyethyl}cyclopropyl)piperidin-1-yl]-5-ethylpyrimidine), CSSC (dimethyldisulfide). Run in C1CCOC1 (THF). Conditions: temperature -78 celsius, time 10 minute. Product: C(C)C=1C=NC(=NC1)N1CCC(CC1)[C@@H]1[C@@H](C1)[C@H](COC)OCC1=CC=C(C=C1)SC (5-ethyl-2-{4-[(1R,2R)-2-((1R)-2-methoxy-1-{[4-(methylthio)benzyl]oxy}ethyl)cyclopropyl]piperidin-1-yl}pyrimidine). RXN SMILES: Br[C:2]1[CH:30]=[CH:29][C:5]([CH2:6][O:7][C@H:8]([C@@H:12]2[CH2:14][C@@H:13]2[CH:15]2[CH2:20][CH2:19][N:18]([C:21]3[N:26]=[CH:25][C:24]([CH2:27][CH3:28])=[CH:23][N:22]=3)[CH2:17][CH2:16]2)[CH2:9][O:10][CH3:11])=[CH:4][CH:3]=1.[Li]CCCC.[CH3:36][S:37]SC>C1COCC1>[CH2:27]([C:24]1[CH:23]=[N:22][C:21]([N:18]2[CH2:19][CH2:20][CH:15]([C@H:13]3[CH2:14][C@H:12]3[C@@H:8]([O:7][CH2:6][C:5]3[CH:29]=[CH:30][C:2]([S:37][CH3:36])=[CH:3][CH:4]=3)[CH2:9][O:10][CH3:11])[CH2:16][CH2:17]2)=[N:26][CH:25]=1)[CH3:28]. Reported procedure: To a cold (−78° C.), stirred solution of the product of step G (90 mg, 0.190 mmol) in THF (1.9 mL) was added n-BuLi (0.9 mL of 2.5 M solution in hexane, 0.228 mmol). After 10 min, dimethyldisulfide (23.2 mg, 0.247 mmol) was added and the mixture stirred for 45 min at −78° C. The reaction was quenched with a saturated aqueous solution of NH4Cl, and the aqueous layer was extracted with EtOAc (×3). The combined organic layers were dried over anhydrous MgSO4, filtered, and concentrated under vacuum ... The reactants are CCCCCCCCCC=CC=CC=CC=CC=CC(=O)O, CCCCCC, CCCCCC(C)C, CC(C)=CCCC(C)=CCCC(C)=CCO. Product: CCCCCCCCCC=CC=CC=CC=CC=CC(=O)OCC=C(C)CCC=C(C)CCC=C(C)C. Reaction SMILES: [C:17]([CH:18]=[CH:19][CH:20]=[CH:21][CH:22]=[CH:23][CH:24]=[CH:25][CH:26]=[CH:27][CH2:28][CH2:29][CH2:30][CH2:31][CH2:32][CH2:33][CH2:34][CH2:35][CH3:36])(=[O:37])[OH:38].[CH3:39][CH2:40][CH2:41][CH2:42][CH2:43][CH3:44].[CH3:45][CH2:46][CH2:47][CH2:48][CH2:49][CH:50]([CH3:51])[CH3:52].[OH:1][CH2:2][CH:3]=[C:4]([CH3:5])[CH2:6][CH2:7][CH:8]=[C:9]([CH3:10])[CH2:11][CH2:12][CH:13]=[C:14]([CH3:15])[CH3:16]>>[O:1]([CH2:2][CH:3]=[C:4]([CH3:5])[CH2:6][CH2:7][CH:8]=[C:9]([CH3:10])[CH2:11][CH2:12][CH:13]=[C:14]([CH3:15])[CH3:16])[C:17]([CH:18]=[CH:19][CH:20]=[CH:21][CH:22]=[CH:23][CH:24]=[CH:25][CH:26]=[CH:27][CH2:28][CH2:29][CH2:30][CH2:31][CH2:32][CH2:33][CH2:34][CH2:35][CH3:36])=[O:37]. The reactants are NC1=NC(=C(C(=C1[N+](=O)[O-])C)C#N)C (2-amino-4,6-dimethyl-3-nitro-5-pyridinecarbonitrile), Cl[Sn]Cl (SnCl2), C(C)(=O)OCC (ethyl acetate). Run in C(C)O (ethanol). Run at temperature 70 celsius. Yields the product NC1=NC(=C(C(=C1N)C)C#N)C (2,3-Diamino-4,6-dimethyl-5-pyridinecarbonitrile). Yield: 41.9%. RXN SMILES: [NH2:1][C:2]1[C:7]([N+:8]([O-])=O)=[C:6]([CH3:11])[C:5]([C:12]#[N:13])=[C:4]([CH3:14])[N:3]=1.Cl[Sn]Cl.C(OCC)(=O)C>C(O)C>[NH2:1][C:2]1[C:7]([NH2:8])=[C:6]([CH3:11])[C:5]([C:12]#[N:13])=[C:4]([CH3:14])[N:3]=1. Reported procedure: A mixture of 1.16 g (6.04 mmol) of 2-amino-4,6-dimethyl-3-nitro-5-pyridinecarbonitrile (17) and 5.72 g (30.1 mmol) of SnCl2 in 15 mL of ethanol was heated at 70° C. for 1 h. The solution was evaporated and the residue was treated with 40% NaOH to pH=12. The mixture was filtered and the solid was dried to leave a yellow solid. The solid was stirred with ethyl acetate (100 mL) and the mixture was filtered. The filtrate was evaporated to leave a pale yellow solid (410 mg, 41%). 1H NMR (CDCl3), 2,33...